From a dataset of the Open Reaction Database (ORD), a public repository of structured organic reaction records. describe an organic reaction: reactants, conditions, products, and yield Reactants: three-mouth, ClC1=NC(=C2NC=NC2=N1)Cl (2,6-dichloropurine), C(C)(=O)OCC (ethyl acetate), pyridinium salt, acid, C(C)NCC (diethylamine), O1CCCC=C1 (2,3-dihydropyrane). The solvent is C(C)N(CC)CC (Triethylamine). Reaction conditions: time 5 minute. The product is N1=CN=C2N=CNC2=C1 (purin). Yield: 193.5%. As a reaction SMILES: Cl[C:2]1[N:10]=[C:9]2[C:5]([NH:6][CH:7]=[N:8]2)=[C:4](Cl)[N:3]=1.C(OCC)(=O)C.O1C=CCCC1.C(NCC)C>C(N(CC)CC)C>[N:3]1[CH:4]=[C:5]2[C:9]([N:8]=[CH:7][NH:6]2)=[N:10][CH:2]=1. Procedure details: In a 100 ml three-mouth bottle, 2,6-dichloropurine (10 g), ethyl acetate (50 ml), pyridinium salt of paratoluenesulfonic acid (0.2 g) are mixed. The above mixture is stirred and heated to a temperature of 35° C., 2,3-dihydropyrane (12 ml) is added thereto within 5 min. The above mixture is reacted at 50˜60° C. for 3 h. The completion of reaction is checked with TCL analysis. Triethylamine (8 ml) is added to the bottle, and diethylamine (9.6 ml) is added thereto at the temperature within 20 min, ...